Task: describe an organic reaction: reactants, conditions, products, and yield. Dataset: the Open Reaction Database (ORD), a public repository of structured organic reaction records The reactants are Cc1cc(C#N)cnc1C(=O)Nc1ccc(F)c(C2(C(F)F)COCC(NC(=O)OC(C)(C)C)=N2)c1, ClCCl, O=C(O)C(F)(F)F. Yields the product Cc1cc(C#N)cnc1C(=O)Nc1ccc(F)c(C2(C(F)F)COCC(N)=N2)c1. RXN SMILES: [C:1]([O:2][C:3](=[O:4])[NH:7][C:8]1=[N:13][C:12]([CH:14]([F:15])[F:16])([c:17]2[c:18]([F:35])[cH:19][cH:20][c:21]([NH:23][C:24](=[O:25])[c:26]3[n:27][cH:28][c:29]([C:33]#[N:34])[cH:30][c:31]3[CH3:32])[cH:22]2)[CH2:11][O:10][CH2:9]1)([CH3:5])([CH3:6])[CH3:36].[Cl:44][CH2:45][Cl:46].[F:37][C:38]([F:39])([F:40])[C:41]([OH:42])=[O:43]>>[NH2:7][C:8]1=[N:13][C:12]([CH:14]([F:15])[F:16])([c:17]2[c:18]([F:35])[cH:19][cH:20][c:21]([NH:23][C:24](=[O:25])[c:26]3[n:27][cH:28][c:29]([C:33]#[N:34])[cH:30][c:31]3[CH3:32])[cH:22]2)[CH2:11][O:10][CH2:9]1. The reactants are O=C([O-])[O-], CC#N, ClCCl, [Cs+], [Cs+], CNC(=O)c1c(-c2ccc(F)cc2)oc2ccc(B3OC(C)(C)C(C)(C)O3)cc12, COC(=O)c1cc(Br)c(OCC(N)=O)cc1OC, C1COCCO1, O, c1ccc(P(c2ccccc2)(c2ccccc2)[Pd](P(c2ccccc2)(c2ccccc2)c2ccccc2)(P(c2ccccc2)(c2ccccc2)c2ccccc2)P(c2ccccc2)(c2ccccc2)c2ccccc2)cc1. Product: CNC(=O)c1c(-c2ccc(F)cc2)oc2ccc(-c3cc(C(=O)OC)c(OC)cc3OCC(N)=O)cc12. As a reaction SMILES: [C:54](=[O:55])([O-:56])[O-:57].[CH3:140][C:141]#[N:142].[Cl:60][CH2:61][Cl:62].[Cs+:58].[Cs+:59].[F:25][c:26]1[cH:27][cH:28][c:29](-[c:32]2[o:33][c:34]3[c:35]([c:36]2[C:37](=[O:38])[NH:39][CH3:40])[cH:41][c:42]([B:45]2[O:46][C:47]([CH3:48])([CH3:49])[C:50]([CH3:51])([CH3:52])[O:53]2)[cH:43][cH:44]3)[cH:30][cH:31]1.[NH2:1][C:2]([CH2:3][O:4][c:5]1[cH:6][c:7]([O:16][CH3:17])[c:8]([C:9](=[O:10])[O:11][CH3:12])[cH:13][c:14]1[Br:15])=[O:18].[O:19]1[CH2:20][CH2:21][O:22][CH2:23][CH2:24]1.[OH2:143].[cH:63]1[cH:64][cH:65][c:66]([P:67]([Pd:68]([P:69]([c:70]2[cH:71][cH:72][cH:73][cH:74][cH:75]2)([c:76]2[cH:77][cH:78][cH:79][cH:80][cH:81]2)[c:82]2[cH:83][cH:84][cH:85][cH:86][cH:87]2)([P:88]([c:89]2[cH:90][cH:91][cH:92][cH:93][cH:94]2)([c:95]2[cH:96][cH:97][cH:98][cH:99][cH:100]2)[c:101]2[cH:102][cH:103][cH:104][cH:105][cH:106]2)[P:107]([c:108]2[cH:109][cH:110][cH:111][cH:112][cH:113]2)([c:114]2[cH:115][cH:116][cH:117][cH:118][cH:119]2)[c:120]2[cH:121][cH:122][cH:123][cH:124][cH:125]2)([c:126]2[cH:127][cH:128][cH:129][cH:130][cH:131]2)[c:132]2[cH:133][cH:134][cH:135][cH:136][cH:137]2)[cH:138][cH:139]1>>[NH2:1][C:2]([CH2:3][O:4][c:5]1[cH:6][c:7]([O:16][CH3:17])[c:8]([C:9](=[O:10])[O:11][CH3:12])[cH:13][c:14]1-[c:42]1[cH:41][c:35]2[c:34]([o:33][c:32](-[c:29]3[cH:28][cH:27][c:26]([F:25])[cH:31][cH:30]3)[c:36]2[C:37](=[O:38])[NH:39][CH3:40])[cH:44][cH:43]1)=[O:18].